describe an organic reaction: reactants, conditions, products, and yield From a dataset of the Open Reaction Database (ORD), a public repository of structured organic reaction records. Reactants: CC(C)(C)NS(=O)(=O)C1=C(C=CC=C1)C1=NC=CC=C1 (N-(1,1-dimethylethyl)-2-(2-pyridinyl)benzenesulfonamide), Br (hydrobromic acid). The solvent is CO (methanol). Yields the product N1=C(C=CC=C1)C1=C(C=CC=C1)S(=O)(=O)N (2-(2-pyridinyl)benzenesulfonamide). Yield: 50.2%. Reaction SMILES: CC([NH:5][S:6]([C:9]1[CH:14]=[CH:13][CH:12]=[CH:11][C:10]=1[C:15]1[CH:20]=[CH:19][CH:18]=[CH:17][N:16]=1)(=[O:8])=[O:7])(C)C.Br>CO>[N:16]1[CH:17]=[CH:18][CH:19]=[CH:20][C:15]=1[C:10]1[CH:11]=[CH:12][CH:13]=[CH:14][C:9]=1[S:6]([NH2:5])(=[O:7])=[O:8]. Procedure details: A solution of 14.8 g of the sulfonamide from Example 1 and 10 ml of 48% hydrobromic acid in 100 ml of methanol was heated at 40°-45° for 16 hours, concentrated, and neutralized with aqueous sodium bicarbonate. The solid was filtered, washed with ice-water, and air-dried to afford 6.0 g of product, m.p. 186°-190°. NMR(CDCl3 /DMSO-d6)δ: 7.5 (m, 7), 8.1 (m, 2), 8.6 (d, 1). IR(Nujol) 3300, 3260 cm-1. m/e M+ 234. The reactants are C=O (formalin), [OH-].[Na+] (NaOH), C(CCC)C=1NC=CN1 (butylimidazole), N1CCCCC1 (piperidine), Cl (hydrochloric acid). Solvent: O (water). Reaction conditions: time 44 hour. Yields the product C(CCC)C1=NC=CN1CN1CCCCC1 (2-Butyl-3-piperidinomethylimidazole). Yield: 101.4%. As a reaction SMILES: [CH2:1]([C:5]1[NH:6][CH:7]=[CH:8][N:9]=1)[CH2:2][CH2:3][CH3:4].[NH:10]1[CH2:15][CH2:14][CH2:13][CH2:12][CH2:11]1.Cl.[CH2:17]=O.[OH-].[Na+]>O>[CH2:1]([C:5]1[N:9]([CH2:17][N:10]2[CH2:15][CH2:14][CH2:13][CH2:12][CH2:11]2)[CH:8]=[CH:7][N:6]=1)[CH2:2][CH2:3][CH3:4] |f:4.5|. Reported procedure: 18.6 g of butylimidazole and 12.8 g of piperidine were introduced into 45 ml of water, and, with slight cooling, 30 g of concentrated hydrochloric acid was added. 15 g of formalin (36 percent formaldehyde in water) was added, and the mixture was stirred for 44 hours at room temperature. The mixture was rendered basic using 30 percent NaOH and extracted with ethyl acetate, and the organic phase was concentrated by evaporation to give 33.6 g of product as a yellow oil. The yield was quantitative. ... The reactants are COC(=O)C(=CC1CCCCC1)c1ccc(S(C)(=O)=O)c(C(F)(F)F)c1, CCO, [Na+], [OH-]. Product: CS(=O)(=O)c1ccc(C(=CC2CCCCC2)C(=O)O)cc1C(F)(F)F. RXN SMILES: [CH3:1][O:2][C:3]([C:4](=[CH:5][CH:6]1[CH2:7][CH2:8][CH2:9][CH2:10][CH2:11]1)[c:12]1[cH:13][c:14]([C:22]([F:23])([F:24])[F:25])[c:15]([S:18](=[O:19])(=[O:20])[CH3:21])[cH:16][cH:17]1)=[O:26].[CH3:29][CH2:30][OH:31].[Na+:28].[OH-:27]>>[O:2]=[C:3]([C:4](=[CH:5][CH:6]1[CH2:7][CH2:8][CH2:9][CH2:10][CH2:11]1)[c:12]1[cH:13][c:14]([C:22]([F:23])([F:24])[F:25])[c:15]([S:18](=[O:19])(=[O:20])[CH3:21])[cH:16][cH:17]1)[OH:26]. Starting materials: CC#N, [O-][Cl+3]([O-])([O-])[O-], CC1OC1(Cn1cncn1)c1ccc(F)cc1F, [Li+], O, O, O, C1=C(c2ccccn2)CCNC1. Product: CC(N1CC=C(c2ccccn2)CC1)C(O)(Cn1cncn1)c1ccc(F)cc1F. Reaction SMILES: [CH3:40][C:41]#[N:42].[Cl+3:34]([O-:35])([O-:36])([O-:37])[O-:38].[F:1][c:2]1[c:3]([C:9]2([CH2:13][n:14]3[n:15][cH:16][n:17][cH:18]3)[O:10][CH:11]2[CH3:12])[cH:4][cH:5][c:6]([F:8])[cH:7]1.[Li+:39].[OH2:31].[OH2:32].[OH2:33].[n:19]1[c:20]([C:25]2=[CH:30][CH2:29][NH:28][CH2:27][CH2:26]2)[cH:21][cH:22][cH:23][cH:24]1>>[F:1][c:2]1[c:3]([C:9]([OH:10])([CH:11]([CH3:12])[N:28]2[CH2:27][CH2:26][C:25]([c:20]3[n:19][cH:24][cH:23][cH:22][cH:21]3)=[CH:30][CH2:29]2)[CH2:13][n:14]2[n:15][cH:16][n:17][cH:18]2)[cH:4][cH:5][c:6]([F:8])[cH:7]1. Reactants: OCC=CCO, ClCCl, C1=COCCC1, C1CCOC1, Cc1ccc(S(=O)(=O)[O-])cc1, c1cc[nH+]cc1. Product: OCC=CCOC1CCCCO1. As a reaction SMILES: [CH2:7]([CH:8]=[CH:9][CH2:10][OH:11])[OH:12].[Cl:35][CH2:36][Cl:37].[O:1]1[CH2:2][CH2:3][CH2:4][CH:5]=[CH:6]1.[O:30]1[CH2:31][CH2:32][CH2:33][CH2:34]1.[c:13]1([CH3:14])[cH:15][cH:16][c:17]([S:18]([O-:19])(=[O:20])=[O:21])[cH:22][cH:23]1.[nH+:24]1[cH:25][cH:26][cH:27][cH:28][cH:29]1>>[O:1]1[CH2:2][CH2:3][CH2:4][CH2:5][CH:6]1[O:11][CH2:10][CH:9]=[CH:8][CH2:7][OH:12]. Yields the product FC(F)(F)C(F)(F)c1c[nH]nc1C(F)(F)C(F)(F)F. RXN SMILES: [Cu:22].[I:14][C:15]([C:16]([F:17])([F:18])[F:19])([F:20])[F:21].[I:1][c:2]1[c:3]([C:7]([C:8]([F:9])([F:10])[F:11])([F:12])[F:13])[n:4][nH:5][cH:6]1.[O:23]=[CH:24][N:25]([CH3:26])[CH3:27]>>[c:2]1([C:15]([C:16]([F:17])([F:18])[F:19])([F:20])[F:21])[c:3]([C:7]([C:8]([F:9])([F:10])[F:11])([F:12])[F:13])[n:4][nH:5][cH:6]1. The reactants are [Cu], FC(F)(F)C(F)(F)I, FC(F)(F)C(F)(F)c1n[nH]cc1I, CN(C)C=O.